From a dataset of the Open Reaction Database (ORD), a public repository of structured organic reaction records. describe an organic reaction: reactants, conditions, products, and yield Product: C(CCCC)N1C(=CC=C1)C=1C(C2=CC=CC=C2C(C1)=O)=O (2-(1-pentyl-1H-pyrrol-2-yl)-[1,4]-naphthoquinone). Yield: 26.0%. Solvent: C(Cl)(Cl)Cl (chloroform), C(Cl)(Cl)Cl (chloroform). The reactants are C1(C=CC(C2=CC=CC=C12)=O)=O (1,4-naphthoquinone), C(CCCC)N1C=CC=C1 (N-pentylpyrrole), C1(=CC=C(C=C1)S(=O)(=O)O)C (para-toluenesulphonic acid). Procedure details: 6.32 millimol of 1,4-naphthoquinone and 3.16 millimol of N-pentylpyrrole were stirred in 50 ml of chloroform in a round-bottomed flask for 5 hours at room temperature, the reaction being catalysed by addition of a few milligrams of para-toluenesulphonic acid. The reaction medium was diluted with 50 ml of chloroform and then washed four times with 50 ml of water and finally with saturated aqueous NaCl solution. The resulting organic phase was dried over Na2SO4 and then concentrated under vacuum. ... Reaction SMILES: [C:1]1(=[O:12])[C:10]2[C:5](=[CH:6][CH:7]=[CH:8][CH:9]=2)[C:4](=[O:11])[CH:3]=[CH:2]1.[CH2:13]([N:18]1[CH:22]=[CH:21][CH:20]=[CH:19]1)[CH2:14][CH2:15][CH2:16][CH3:17].C1(C)C=CC(S(O)(=O)=O)=CC=1>C(Cl)(Cl)Cl>[CH2:13]([N:18]1[CH:22]=[CH:21][CH:20]=[C:19]1[C:3]1[C:4](=[O:11])[C:5]2[C:10]([C:1](=[O:12])[CH:2]=1)=[CH:9][CH:8]=[CH:7][CH:6]=2)[CH2:14][CH2:15][CH2:16][CH3:17]. The reactants are O=C1N(C(C2=CC=CC=C12)=O)OCC=1N(C2=C(C=3N(C(=C2C)C)N=NN3)N1)CCCCNS(=O)(=O)C (N-[4-(8-{[(1,3-dioxo-1,3-dihydro-2H-isoindol-2-yl)oxy]methyl}-5,6-dimethyl-7H-imidazo[4,5-c]tetraazolo[1,5-a]pyridin-7-yl)butyl]methanesulfonamide), O.NN (hydrazine hydrate), C(C)O (ethanol). Reaction SMILES: O=C1C2[C:5](=CC=CC=2)[C:4](=O)[N:3]1[O:12][CH2:13][C:14]1[N:15]([CH2:28][CH2:29][CH2:30][CH2:31][NH:32][S:33]([CH3:36])(=[O:35])=[O:34])[C:16]2[C:21]([CH3:22])=[C:20]([CH3:23])[N:19]3[N:24]=[N:25][N:26]=[C:18]3[C:17]=2[N:27]=1.O.NN.[CH2:40](O)C>>[CH3:23][C:20]1[N:19]2[N:24]=[N:25][N:26]=[C:18]2[C:17]2[N:27]=[C:14]([CH2:13][O:12][N:3]=[C:4]([CH3:5])[CH3:40])[N:15]([CH2:28][CH2:29][CH2:30][CH2:31][NH:32][S:33]([CH3:36])(=[O:34])=[O:35])[C:16]=2[C:21]=1[CH3:22] |f:1.2|. Reported procedure: A mixture of N-[4-(8-{[(1,3-dioxo-1,3-dihydro-2H-isoindol-2-yl)oxy]methyl}-5,6-dimethyl-7H-imidazo[4,5-c]tetraazolo[1,5-a]pyridin-7-yl)butyl]methanesulfonamide (205 mg, 0.40 mmol), hydrazine hydrate (0.4 mL), and ethanol (4 mL) was stirred for 30 minutes. The solvent was removed under reduced pressure and the residue was partitioned between 1 M aqueous HCl (20 mL) and dichloromethane (10 mL). The aqueous phase was washed with dichloromethane (3×8 mL), then was adjusted to pH 12 with 1 M aqueous ... Yields the product CC1=C(C2=C(C=3N1N=NN3)N=C(N2CCCCNS(=O)(=O)C)CON=C(C)C)C (N-{4-[5,6-dimethyl-8-({[(1-methylethylidene)amino]oxy}methyl)-7H-imidazo[4,5-c]tetraazolo[1,5-a]pyridin-7-yl]butyl}methanesulfonamide). Conditions: time 30 minute. Reactants: [BH4-], CCOC(=O)c1cc(C(O[SiH](C)C)C(C)(C)C)on1, CCO, [Na+], O. The product is C[SiH](C)OC(c1cc(CO)no1)C(C)(C)C. RXN SMILES: [BH4-:20].[C:1]([CH3:2])([CH3:3])([CH3:4])[CH:5]([c:6]1[cH:7][c:8]([C:11](=[O:12])[O:13][CH2:14][CH3:15])[n:9][o:10]1)[O:16][SiH:17]([CH3:18])[CH3:19].[CH3:23][CH2:24][OH:25].[Na+:21].[OH2:22]>>[C:1]([CH3:2])([CH3:3])([CH3:4])[CH:5]([c:6]1[cH:7][c:8]([CH2:11][OH:12])[n:9][o:10]1)[O:16][SiH:17]([CH3:18])[CH3:19]. The reactants are O1CCOCC1 (1,4-dioxane), CC(C)OC(N[C@@H]1C[C@@H](N(C2=CC=C(C=C12)Br)C(C)=O)C)=O (1-methylethyl[(2S,4R)-1-acetyl-6-bromo-2-methyl-1,2,3,4-tetrahydro-4-quinolinyl]carbamate), CC1(OB(OC1(C)C)C1=CC=C(C=C1)N)C ([4-(4,4,5,5-tetramethyl-1,3,2-dioxaborolan-2-yl)phenyl]amine), C([O-])([O-])=O.[K+].[K+] (potassium carbonate). The reagents and catalysts are C1=CC=C(C=C1)P([C-]2C=CC=C2)C3=CC=CC=C3.C1=CC=C(C=C1)P([C-]2C=CC=C2)C3=CC=CC=C3.Cl[Pd]Cl.[Fe+2] ([1,1′-bis(diphenylphosphino)ferrocene]dichloropalladium(II)). Run in O (water). Conditions: temperature 120 celsius, time 30 minute. The product is CC(C)OC(N[C@@H]1C[C@@H](N(C2=CC=C(C=C12)C1=CC=C(C=C1)N)C(C)=O)C)=O (1-methylethyl[(2S,4R)-1-acetyl-6-(4-aminophenyl)-2-methyl-1,2,3,4-tetrahydro-4-quinolinyl]carbamate). The yield is 87.0%. Reaction SMILES: [CH3:1][CH:2]([O:4][C:5](=[O:22])[NH:6][C@H:7]1[C:16]2[C:11](=[CH:12][CH:13]=[C:14](Br)[CH:15]=2)[N:10]([C:18](=[O:20])[CH3:19])[C@@H:9]([CH3:21])[CH2:8]1)[CH3:3].CC1(C)C(C)(C)OB([C:31]2[CH:36]=[CH:35][C:34]([NH2:37])=[CH:33][CH:32]=2)O1.C(=O)([O-])[O-].[K+].[K+].O1CCOCC1>C1C=CC(P(C2C=CC=CC=2)[C-]2C=CC=C2)=CC=1.C1C=CC(P(C2C=CC=CC=2)[C-]2C=CC=C2)=CC=1.Cl[Pd]Cl.[Fe+2].O>[CH3:1][CH:2]([O:4][C:5](=[O:22])[NH:6][C@H:7]1[C:16]2[C:11](=[CH:12][CH:13]=[C:14]([C:31]3[CH:36]=[CH:35][C:34]([NH2:37])=[CH:33][CH:32]=3)[CH:15]=2)[N:10]([C:18](=[O:20])[CH3:19])[C@@H:9]([CH3:21])[CH2:8]1)[CH3:3] |f:2.3.4,6.7.8.9|. Reported procedure: A flask was charged with 1-methylethyl[(2S,4R)-1-acetyl-6-bromo-2-methyl-1,2,3,4-tetrahydro-4-quinolinyl]carbamate (for a preparation, see example 4) (739 mg, 2 mmol), [4-(4,4,5,5-tetramethyl-1,3,2-dioxaborolan-2-yl)phenyl]amine (570 mg, 2.60 mmol), potassium carbonate (691 mg, 5.00 mmol) and [1,1′-bis(diphenylphosphino)ferrocene]dichloropalladium(II) (146 mg, 0.200 mmol) then filled with 1,4-dioxane (9 mL) and water (3 mL) and purged with nitrogen. The mixture was stirred under microwave irradi... Reactants: CCOC(C)=O, ClCCl, O=C1N(CCCO)c2ccccc2C12COc1cc3c(cc12)OCO3. The product is O=CCCN1C(=O)C2(COc3cc4c(cc32)OCO4)c2ccccc21. Reaction SMILES: [CH3:29][CH2:30][O:31][C:32](=[O:33])[CH3:34].[Cl:26][CH2:27][Cl:28].[OH:1][CH2:2][CH2:3][CH2:4][N:5]1[C:6](=[O:25])[C:7]2([CH2:8][O:9][c:10]3[c:11]2[cH:12][c:13]2[c:14]([cH:18]3)[O:15][CH2:16][O:17]2)[c:19]2[cH:20][cH:21][cH:22][cH:23][c:24]21>>[O:1]=[CH:2][CH2:3][CH2:4][N:5]1[C:6](=[O:25])[C:7]2([CH2:8][O:9][c:10]3[c:11]2[cH:12][c:13]2[c:14]([cH:18]3)[O:15][CH2:16][O:17]2)[c:19]2[cH:20][cH:21][cH:22][cH:23][c:24]21.